From a dataset of the Open Reaction Database (ORD), a public repository of structured organic reaction records. describe an organic reaction: reactants, conditions, products, and yield Reactants: C[Si](C)(C)CCS(=O)(=O)N1C=CC(=O)CC1c1cccnc1, CC(=O)O, CCOC(C)=O, [Cs+], [F-], CN(C)C=O. Yields the product O=C1C=CNC(c2cccnc2)C1. As a reaction SMILES: [CH3:1][Si:2]([CH3:3])([CH3:4])[CH2:5][CH2:6][S:7]([N:8]1[CH:9]([c:15]2[cH:16][n:17][cH:18][cH:19][cH:20]2)[CH2:10][C:11](=[O:14])[CH:12]=[CH:13]1)(=[O:21])=[O:22].[CH3:25][C:26](=[O:27])[OH:28].[CH3:34][CH2:35][O:36][C:37](=[O:38])[CH3:39].[Cs+:24].[F-:23].[O:29]=[CH:30][N:31]([CH3:32])[CH3:33]>>[NH:8]1[CH:9]([c:15]2[cH:16][n:17][cH:18][cH:19][cH:20]2)[CH2:10][C:11](=[O:14])[CH:12]=[CH:13]1. Reactants: CNCC1=C(C=CC=C1)C (Methyl-(2-methyl-benzyl)-amine), C=1(C(=CC=CC1)C=O)C (o-Tolualdehyde), [BH4-].[Na+] (NaBH4), [BH4-].[Na+] (NaBH4), CNCC1=C(C=CC=C1)C (methyl-(2-methyl-benzyl)-amine), CN (methyl amine), BrCC(=O)C1=CC2=CC=CC=C2C=C1 (2-bromo-2′-acetonaphthone). The product is CN(CC(O)C1=CC2=CC=CC=C2C=C1)CC1=C(C=CC=C1)C (2-[methyl-(2-methyl-benzyl)-amino]-1-naphthalen-2-yl-ethanol). Reaction SMILES: C1(C)C(C=O)=CC=CC=1.[CH3:10][NH:11][CH2:12][C:13]1[CH:18]=[CH:17][CH:16]=[CH:15][C:14]=1[CH3:19].CN.[BH4-].[Na+].Br[CH2:25][C:26]([C:28]1[CH:37]=[CH:36][C:35]2[C:30](=[CH:31][CH:32]=[CH:33][CH:34]=2)[CH:29]=1)=[O:27]>>[CH3:10][N:11]([CH2:12][C:13]1[CH:18]=[CH:17][CH:16]=[CH:15][C:14]=1[CH3:19])[CH2:25][CH:26]([C:28]1[CH:37]=[CH:36][C:35]2[C:30](=[CH:31][CH:32]=[CH:33][CH:34]=2)[CH:29]=1)[OH:27] |f:3.4|. Procedure details: o-Tolualdehyde was converted to methyl-(2-methyl-benzyl)-amine via reductive amination using aqueous methyl amine and NaBH4. Methyl-(2-methyl-benzyl)-amine was then alkylated with 2-bromo-2′-acetonaphthone followed by reduction by NaBH4 to give 2-[methyl-(2-methyl-benzyl)-amino]-1-naphthalen-2-yl-ethanol as a clear, light yellow oil: 1H NMR (300 MHz, CDCl3) δ 7.78-7.87 (m, 4H), 7.40-7.51 (m, 3H), 7.14-7.30 (m, 4H), 4.89 (dd, J=10.1, 3.9 Hz, 1H), 3.71 (d, J=12.9 Hz, 1H), 3.54 (d, J=12.9 Hz, 1H), ... The reactants are C(C=C)N(C=CC=C(C#N)C#N)CC=C (3-diallylaminoallylidenemalononitrile), C(C=C)(=O)O (acrylic acid), C(CCCCCCCCCCC)(=O)OOC(CCCCCCCCCCC)=O (lauroyl peroxide), C(C=C)(=O)O (acrylic acid), C(CCCCCCCCCCC)(=O)OOC(CCCCCCCCCCC)=O (lauroyl peroxide), C(CCCCCCCCCCC)(=O)OOC(CCCCCCCCCCC)=O (lauroyl peroxide), C(C=C)(=O)O (acrylic acid), C(C=C)(=O)O (acrylic acid), C(CCCCCCCCCCC)(=O)OOC(CCCCCCCCCCC)=O (lauroyl peroxide), C(CCCCCCCCCCC)(=O)OOC(CCCCCCCCCCC)=O (lauroyl peroxide), C(C=C)(=O)O (acrylic acid). Solvent: C(C)O (ethanol), C(C)O (ethanol), C(C)O (ethanol), C(C)O (ethanol), C(C)O (ethanol). Conditions: time 1 hour. Product: C(C=C)(=O)O.C(C=C)N(CC=C)C=CC=C(C#N)C#N (acrylic acid diallylaminoallylidenemalononitrile). Reaction SMILES: [CH2:1]([N:4]([CH2:13][CH:14]=[CH2:15])[CH:5]=[CH:6][CH:7]=[C:8]([C:11]#[N:12])[C:9]#[N:10])[CH:2]=[CH2:3].[C:16]([OH:20])(=[O:19])[CH:17]=[CH2:18].C(OOC(=O)CCCCCCCCCCC)(=O)CCCCCCCCCCC>C(O)C>[C:16]([OH:20])(=[O:19])[CH:17]=[CH2:18].[CH2:1]([N:4]([CH:5]=[CH:6][CH:7]=[C:8]([C:9]#[N:10])[C:11]#[N:12])[CH2:13][CH:14]=[CH2:15])[CH:2]=[CH2:3] |f:4.5|. Procedure details: 60 g. of intermediate (A) and 20 g. of acrylic acid were diluted in 120 cc. of ethanol in a flask with stirrer and reflux and 2 g. of lauroyl peroxide were added, and then reflux heated. After one hour, 16 g. of acrylic acid and 1 g. of lauroyl peroxide diluted in 20 g. of ethanol were added; always continuing the reflux heating, at one hour time intervals the following additions were made: 13 g. of acrylic acid and 1 g. of lauroyl peroxide in 20 cc. of ethanol; 10 g. of acrylic acid and 0.8 g. ... The reactants are C(CCCCCCCCCCCCCCC)OCC(COCCCCOS(=O)(=O)C)=C (1-Hexadecyloxy-3-[4-(methanesulfonyloxy)butoxy]-2-methylenepropane), CN(C)C (trimethylamine). The solvent is C(C)O (ethanol). The product is CS(=O)(=O)[O-].C(CCCCCCCCCCCCCCC)OCC(COCCCC[N+](C)(C)C)=C (1-Hexadecyloxy-3-[4-(trimethylammonio)butoxy]-2-methylenepropane methanesulfonate). As a reaction SMILES: [CH2:1]([O:17][CH2:18][C:19](=[CH2:31])[CH2:20][O:21][CH2:22][CH2:23][CH2:24][CH2:25][O:26][S:27]([CH3:30])(=[O:29])=[O:28])[CH2:2][CH2:3][CH2:4][CH2:5][CH2:6][CH2:7][CH2:8][CH2:9][CH2:10][CH2:11][CH2:12][CH2:13][CH2:14][CH2:15][CH3:16].[CH3:32][N:33]([CH3:35])[CH3:34]>C(O)C>[CH3:30][S:27]([O-:29])(=[O:28])=[O:26].[CH2:1]([O:17][CH2:18][C:19](=[CH2:31])[CH2:20][O:21][CH2:22][CH2:23][CH2:24][CH2:25][N+:33]([CH3:35])([CH3:34])[CH3:32])[CH2:2][CH2:3][CH2:4][CH2:5][CH2:6][CH2:7][CH2:8][CH2:9][CH2:10][CH2:11][CH2:12][CH2:13][CH2:14][CH2:15][CH3:16] |f:3.4|. Procedure: 1-Hexadecyloxy-3-[4-(methanesulfonyloxy)butoxy]-2-methylenepropane (from Preparation 7) (1.77 g) was refluxed with 33% trimethylamine in ethanol at 50° C. for 4 hours. Excess trimethylamine and ethanol were removed in vacuo. The product was recrystallized from chloroform/acetone. Starting materials: [NH2-].[Na+] (sodium amide), N (ammonia), C(#CC)C1=CCCCC1 (1-(1-propynyl)cyclohexene), [K] (potassium), N (ammonia), ice water. The solvent is CCOCC (Et2O), liquid, CCOCC (Et2O). Conditions: time 2 hour. Yields the product C#CC=C1CCCCC1 (Propynylidenecyclohexane). Reaction SMILES: [NH2-].[Na+].N.[C:4]([C:7]1[CH2:12][CH2:11][CH2:10][CH2:9][CH:8]=1)#[C:5][CH3:6].[K]>CCOCC>[CH:6]#[C:5][CH:4]=[C:7]1[CH2:12][CH2:11][CH2:10][CH2:9][CH2:8]1 |f:0.1,^1:12|. Procedure: To a solution of 0.7 mol of sodium amide in about 700 mL of liquid ammonia was added 1-(1-propynyl)cyclohexene (0.50 mol) dropwise over 15 min with efficient stirring. A fine, white suspension of the potassium alkynylide was formed gradually. After 2 h, 200 mL of Et2O was added over a few minutes. The flask was then placed in a water bath at 40° C. When the stream of ammonia vapor had become faint, introduction of nitrogen (~500 mL/min) was started. An additional volume of 100 mL of Et2O was add... Starting materials: O.NC=1NC2=C(N1)C=C(C(=C2)C)C (2-Amino-5,6-dimethylbenzimidazole monohydrate), CN=C=O (methyl isocyanate), CC(=O)C (acetone). Reaction SMILES: O.[NH2:2][C:3]1[NH:4][C:5]2[CH:11]=[C:10]([CH3:12])[C:9]([CH3:13])=[CH:8][C:6]=2[N:7]=1.[CH3:14][N:15]=[C:16]=[O:17].[CH3:18][C:19]([CH3:21])=O>>[CH3:18][C:19]1([CH3:21])[N:15]([CH3:14])[C:16](=[O:17])[N:4]2[C:3](=[N:7][C:6]3[CH:8]=[C:9]([CH3:13])[C:10]([CH3:12])=[CH:11][C:5]=32)[NH:2]1 |f:0.1|. Procedure: 2-Amino-5,6-dimethylbenzimidazole monohydrate, acetone and methyl isocyanate were reacted, conducting the initial condensation and subsequent base hydrolysis of the intermediate 10-N-methylcarbamoyl precursor as described in Example 1. The title compound was recovered and purified by liquid chromatography to give a solid, mp 211° C. (dec.). The confirmatory elemental analysis is shown in Table III. Yields the product CC1(NC2=NC3=C(N2C(N1C)=O)C=C(C(=C3)C)C)C (1,2-Dihydro-2,2,3,7,8-pentamethyl-1,3,5-triazino[1,2-a]benzimidazol-4(3H)-one).